From a dataset of the Open Reaction Database (ORD), a public repository of structured organic reaction records. describe an organic reaction: reactants, conditions, products, and yield Yields the product Cl.Cl.C(C1=CC=CC=C1)N(C)CCCOC1=C(CN)C(=CC=C1)Cl (2-[3-(N-benzyl-N-methylamino)propoxy]-6-chlorobenzylamine dihydrochloride). Starting materials: Cl (hydrogen chloride), B.C1CCOC1 (Borane THF), solution, C(C1=CC=CC=C1)N(C)CCCOC1=C(C#N)C(=CC=C1)Cl (2-[3-(N-benzyl-N-methylamino)propoxy]-6-chlorobenzonitrile). Procedure: Borane/THF (165 ml of a 1M solution) was added with stirring to a solution of 2-[3-(N-benzyl-N-methylamino)propoxy]-6-chlorobenzonitrile (13.01 g) in dry THF (100 ml) under nitrogen at ambient temperature. The mixture was boiled under reflux for 5 hours and then evaporated to dryness. The residue was heated on a steam bath under nitrogen for 2 hours, then cooled to ambient temperature. 1M Hydrochloric acid (100 ml) was added and the mixture was heated on a steam bath for 2 hours. The mixture was... Solvent: C1CCOC1 (THF), CCOCC (ether). RXN SMILES: B.C1COCC1.[CH2:7]([N:14]([CH2:16][CH2:17][CH2:18][O:19][C:20]1[CH:27]=[CH:26][CH:25]=[C:24]([Cl:28])[C:21]=1[C:22]#[N:23])[CH3:15])[C:8]1[CH:13]=[CH:12][CH:11]=[CH:10][CH:9]=1.[ClH:29]>C1COCC1.CCOCC>[ClH:28].[ClH:29].[CH2:7]([N:14]([CH2:16][CH2:17][CH2:18][O:19][C:20]1[CH:27]=[CH:26][CH:25]=[C:24]([Cl:28])[C:21]=1[CH2:22][NH2:23])[CH3:15])[C:8]1[CH:9]=[CH:10][CH:11]=[CH:12][CH:13]=1 |f:0.1,6.7.8|. The reactants are COC1=CC(=C(C=C1C)C1=CC(=NN1C)C(F)(F)F)C (5-(4-methoxy-2,5-dimethyl-phenyl)-1-methyl-3-trifluoromethyl-1H-pyrazole), Cl (hydrochloric acid), O1CCCC1 (tetrahydrofuran). Yields the product COC1=CC(=C(C=C1C)C1=NN(C(=C1)C(F)(F)F)C)C (3-(4-methoxy-2,5-dimethyl-phenyl)-1-methyl-5-trifluoromethyl-1H-pyrazole). Reaction SMILES: [CH3:1][O:2][C:3]1[C:8]([CH3:9])=[CH:7][C:6]([C:10]2[N:14](C)[N:13]=[C:12]([C:16]([F:19])([F:18])[F:17])[CH:11]=2)=[C:5]([CH3:20])[CH:4]=1.Cl.O1CCC[CH2:23]1>>[CH3:1][O:2][C:3]1[C:8]([CH3:9])=[CH:7][C:6]([C:10]2[CH:11]=[C:12]([C:16]([F:19])([F:18])[F:17])[N:13]([CH3:23])[N:14]=2)=[C:5]([CH3:20])[CH:4]=1. Procedure details: A mixture of 5-(4-methoxy-2,5-dimethyl-phenyl)-1-methyl-3-trifluoromethyl-1H-pyrazole (described in Reference preparation example 84) 3.2 g, 6N aqueous hydrochloric acid solution 5.3 ml and tetrahydrofuran 50 ml was stirred with heating under reflux for one hour. The reaction mixture was extracted with ethyl acetate. The organic layer was washed with saturated aqueous sodium carbonate solution and saturated saline. The organic layer was dried over anhydrous magnesium sulfate, and was then concen... Starting materials: C(C)(C)(C)OC(=O)N1CCC12CNC2 (1,6-diaza-spiro[3.3]heptane-1-carboxylic acid tert-butyl ester), ClC1=C(C=CC(=C1)Cl)CN=C=O (2,4-dichloro-1-isocyanatomethyl-benzene). Product: C(C)(C)(C)OC(=O)N1CCC12CN(C2)C(NCC2=C(C=C(C=C2)Cl)Cl)=O (6-(2,4-Dichloro-benzylcarbamoyl)-1,6-diaza-spiro[3.3]heptane-1-carboxylic acid tert-butyl ester). RXN SMILES: [C:1]([O:5][C:6]([N:8]1[C:11]2([CH2:14][NH:13][CH2:12]2)[CH2:10][CH2:9]1)=[O:7])([CH3:4])([CH3:3])[CH3:2].[Cl:15][C:16]1[CH:21]=[C:20]([Cl:22])[CH:19]=[CH:18][C:17]=1[CH2:23][N:24]=[C:25]=[O:26]>>[C:1]([O:5][C:6]([N:8]1[C:11]2([CH2:12][N:13]([C:25](=[O:26])[NH:24][CH2:23][C:17]3[CH:18]=[CH:19][C:20]([Cl:22])=[CH:21][C:16]=3[Cl:15])[CH2:14]2)[CH2:10][CH2:9]1)=[O:7])([CH3:4])([CH3:2])[CH3:3]. Reported procedure: In analogy to the experimental procedure of example 8) 1,6-diaza-spiro[3.3]heptane-1-carboxylic acid tert-butyl ester instead of 1-benzyl-1,6-diaza-spiro[3.3]heptane was converted using 2,4-dichloro-1-isocyanatomethyl-benzene instead of (3-isocyanato-propyl)-benzene into the title compound which was used directly in the next step without further purification. The reactants are [Si](C)(C)(C(C)(C)C)OCC1=NN(N=C1)C[C@H]1NC([C@H]1NC(OCC1=CC=CC=C1)=O)=O (benzyl ((2R,3S)-2-((4-(((tert-butyldimethylsilyl)oxy)methyl)-2H-1,2,3-triazol-2-yl)methyl)-4-oxoazetidin-3-yl)carbamate), 100-200. Solvent: CO (MeOH), CO (MeOH). Run at time 2 hour. The product is OCC1=NN(N=C1)C[C@H]1NC([C@H]1NC(OCC1=CC=CC=C1)=O)=O (Benzyl ((2R,3S)-2-((4-(hydroxymethyl)-2H-1,2,3-triazol-2-yl)methyl)-4-oxoazetidin-3-yl)carbamate). As a reaction SMILES: [Si]([O:8][CH2:9][C:10]1[CH:14]=[N:13][N:12]([CH2:15][C@@H:16]2[C@H:19]([NH:20][C:21](=[O:30])[O:22][CH2:23][C:24]3[CH:29]=[CH:28][CH:27]=[CH:26][CH:25]=3)[C:18](=[O:31])[NH:17]2)[N:11]=1)(C(C)(C)C)(C)C>CO>[OH:8][CH2:9][C:10]1[CH:14]=[N:13][N:12]([CH2:15][C@@H:16]2[C@H:19]([NH:20][C:21](=[O:30])[O:22][CH2:23][C:24]3[CH:29]=[CH:28][CH:27]=[CH:26][CH:25]=3)[C:18](=[O:31])[NH:17]2)[N:11]=1. Procedure details: To a solution of benzyl ((2R,3S)-2-((4-(((tert-butyldimethylsilyl)oxy)methyl)-2H-1,2,3-triazol-2-yl)methyl)-4-oxoazetidin-3-yl)carbamate (1.8 g, 4.04 mmol) in MeOH (60 mL) was added MeOH pre-washed DOWEX-50W-X4 100-200 (3.60 g, 4.04 mmol) resin. After stirring at rt for 2 h, the reaction mixture was filtered, and the filtrate was concentrated in vacuo to give the title compound (assume quantitative). LCMS: Rt=0.52 min, m/z=332.1 (M+1) Method 2m_acidic. Starting materials: ClC=1C=C(C(=NC1)C(=O)NC=1C=CC2=C([C@@]3([C@H](S(C(C(=N3)NC(OC(C)(C)C)=O)(C)C)(=O)=O)CCO2)C)C1)C (tert-butyl ((4aR,11bR)-10-(5-chloro-3-methylpicolinamido)-3,3,11b-trimethyl-4,4-dioxido-4a,5,6,11b-tetrahydro-3H-benzo[6,7]oxepino[4,5-b][1,4]thiazin-2-yl)carbamate), C(=O)(C(F)(F)F)O (TFA). Run in C(Cl)Cl (DCM). The product is NC1=N[C@]2([C@H](S(C1(C)C)(=O)=O)CCOC1=C2C=C(C=C1)NC(C1=NC=C(C=C1C)Cl)=O)C (N-((4aR,11bR)-2-amino-3,3,11b-trimethyl-4,4-dioxido-4a,5,6,11b-tetrahydro-3H-benzo[6,7]oxepino[4,5-b][1,4]thiazin-10-yl)-5-chloro-3-methylpicolinamide). Yield: 97.9%. RXN SMILES: [Cl:1][C:2]1[CH:3]=[C:4]([CH3:39])[C:5]([C:8]([NH:10][C:11]2[CH:12]=[CH:13][C:14]3[O:36][CH2:35][CH2:34][C@H:17]4[S:18](=[O:33])(=[O:32])[C:19]([CH3:31])([CH3:30])[C:20]([NH:22]C(=O)OC(C)(C)C)=[N:21][C@:16]4([CH3:37])[C:15]=3[CH:38]=2)=[O:9])=[N:6][CH:7]=1.C(O)(C(F)(F)F)=O>C(Cl)Cl>[NH2:22][C:20]1[C:19]([CH3:31])([CH3:30])[S:18](=[O:32])(=[O:33])[C@@H:17]2[CH2:34][CH2:35][O:36][C:14]3[CH:13]=[CH:12][C:11]([NH:10][C:8](=[O:9])[C:5]4[C:4]([CH3:39])=[CH:3][C:2]([Cl:1])=[CH:7][N:6]=4)=[CH:38][C:15]=3[C@@:16]2([CH3:37])[N:21]=1. Procedure: A solution of trans-isomer tert-butyl ((4aR,11bR)-10-(5-chloro-3-methylpicolinamido)-3,3,11b-trimethyl-4,4-dioxido-4a,5,6,11b-tetrahydro-3H-benzo[6,7]oxepino[4,5-b][1,4]thiazin-2-yl)carbamate (110 mg, 0.191 mmol) in DCM (2 ml) was treated with TFA (0.7 ml, 9.53 mmol) for 10 min at RT. The mixture was concentrated to dryness, redissolved in 0.5 ml of MeOH and neutralized with saturated solution NaHCO3. The precipitated material was extracted with ethyl acetate, organic extract was washed with wat... Reactants: C(C)(=O)Cl (acetyl chloride), CO (methanol), CON=C1C(OC2=C1C=CC=C2)=NO (benzofuran-2,3-dione 3-(O-methyl-oxime) 2-oxime). Solvent: O (water). Product: OC1=C(C=CC=C1)C(C(=O)OC)=NOC (Methyl 2-(2-Hydroxyphenyl)-2-methoxyimino-acetate). As a reaction SMILES: [C:1](Cl)(=[O:3])C.C[OH:6].[CH3:7][O:8][N:9]=[C:10]1[C:14]2[CH:15]=[CH:16][CH:17]=[CH:18][C:13]=2[O:12][C:11]1=NO>O>[OH:12][C:13]1[CH:18]=[CH:17][CH:16]=[CH:15][C:14]=1[C:10](=[N:9][O:8][CH3:7])[C:11]([O:3][CH3:1])=[O:6]. Procedure: 5 g of acetyl chloride (0.064 mol) are added dropwise to 50 ml of methanol. 4.8 g (0.025 mol) of benzofuran-2,3-dione 3-(O-methyl-oxime) 2-oxime are dissolved in this mixture, and the reaction mixture is then heated under reflux for 12 hours. After cooling to room temperature, the mixture is poured into water and the product is extracted with diethyl ether. The organic phase is washed with aqueous sodium bicarbonate solution and dried over sodium sulphate, and the solvent is distilled off under ... Starting materials: CC(=O)O, Cl, CCOC(=O)C1(C)CCC(N2C(=O)c3ccccc3C2=O)CC1. Product: CC1(C(=O)O)CCC(N2C(=O)c3ccccc3C2=O)CC1. Reaction SMILES: [CH3:25][C:26](=[O:27])[OH:28].[ClH:24].[O:1]=[C:2]1[N:3]([CH:12]2[CH2:13][CH2:14][C:15]([C:18](=[O:19])[O:20][CH2:21][CH3:22])([CH3:23])[CH2:16][CH2:17]2)[C:4](=[O:11])[c:5]2[cH:6][cH:7][cH:8][cH:9][c:10]21>>[O:1]=[C:2]1[N:3]([CH:12]2[CH2:13][CH2:14][C:15]([C:18](=[O:19])[OH:20])([CH3:23])[CH2:16][CH2:17]2)[C:4](=[O:11])[c:5]2[cH:6][cH:7][cH:8][cH:9][c:10]21.